This data is from the Open Reaction Database (ORD), a public repository of structured organic reaction records. The task is: describe an organic reaction: reactants, conditions, products, and yield Starting materials: CCOC(C)=O, CN(C)S(=O)(=O)c1c(Cl)ccc([N+](=O)[O-])c1O. Product: CN(C)S(=O)(=O)c1c(Cl)ccc(N)c1O. As a reaction SMILES: [CH3:18][CH2:19][O:20][C:21](=[O:22])[CH3:23].[CH3:1][N:2]([S:3](=[O:4])(=[O:5])[c:6]1[c:7]([OH:16])[c:8]([N+:13]([O-:14])=[O:15])[cH:9][cH:10][c:11]1[Cl:12])[CH3:17]>>[CH3:1][N:2]([S:3](=[O:4])(=[O:5])[c:6]1[c:7]([OH:16])[c:8]([NH2:13])[cH:9][cH:10][c:11]1[Cl:12])[CH3:17]. Reactants: C(C=CC=CC=CC=CC=CC=CCCCCCCCCC)(=O)O (docosahexaenoic acid), C(=O)(N1C=NC=C1)N1C=NC=C1 (carbonyldiimidazole), CN(C)CCO (N,N-dimethylaminoethanol), CCOC(=O)C.CCCCCC (EtOAc hexane). Reagents/catalysts: CN(C1=CC=NC=C1)C (4-dimethylaminopyridine). Run in CC#N (CH3CN). Run at time 30 minute. Yields the product C(C=CC=CC=CC=CC=CC=CCCCCCCCCC)(=O)OCCN(C)C (2-dimethylaminoethyl docosahexaenoate). Yield: 91.6%. As a reaction SMILES: [C:1]([OH:24])(=[O:23])[CH:2]=[CH:3][CH:4]=[CH:5][CH:6]=[CH:7][CH:8]=[CH:9][CH:10]=[CH:11][CH:12]=[CH:13][CH2:14][CH2:15][CH2:16][CH2:17][CH2:18][CH2:19][CH2:20][CH2:21][CH3:22].[C:25](N1C=CN=C1)([N:27]1[CH:31]=[CH:30]N=[CH:28]1)=O.CCOC(C)=O.CCCCCC.CN(CCO)C>CC#N.CN(C)C1C=CN=CC=1>[C:1]([O:24][CH2:30][CH2:31][N:27]([CH3:28])[CH3:25])(=[O:23])[CH:2]=[CH:3][CH:4]=[CH:5][CH:6]=[CH:7][CH:8]=[CH:9][CH:10]=[CH:11][CH:12]=[CH:13][CH2:14][CH2:15][CH2:16][CH2:17][CH2:18][CH2:19][CH2:20][CH2:21][CH3:22] |f:2.3|. Procedure: To a solution of docosahexaenoic acid (0.986 g, 3.0 mmol) in CH3CN (6.0 mL) was added carbonyldiimidazole (0.535 g, 3.3 mmol) in one portion at 0° C. The mixture was allowed to warm to room temperature and stirred at room temperature for 30 min. TLC showed a complete reaction (1:1 EtOAc/hexane). N,N-dimethylaminoethanol (0.89 g, 10.0 mmol) was added dropwise followed by addition of 4-dimethylaminopyridine (0.073 g, 0.60 mmol) The mixture was stirred at room temperature overnight. The solvent was... The reactants are Cl.N1=CC=C(C=C1)C1=CC=C(C(=O)O)C=C1 (4-(4-pyridyl)benzoic acid hydrochloride), Cl.CN(CCCN=C=NCC)C (3-dimethylaminopropyl-3-ethylcarbodiimide hydrochloride), N1(CCNCC1)C(=O)OC(C)(C)C (tert-butyl 1-piperazinecarboxylate), ON1N=NC2=C1C=CC=C2 (1-hydroxybenzotriazole), CN1CCOCC1 (N-methylmorpholine). The solvent is CN(C=O)C (N,N-dimethylformamide). Run at time 7 hour. The product is C(C)(C)(C)OC(=O)N1CCN(CC1)C(C1=CC=C(C=C1)C1=CC=NC=C1)=O (1-tert-Butoxycarbonyl-4-[4-(4-pyridyl)benzoyl]piperazine). As a reaction SMILES: Cl.[N:2]1[CH:7]=[CH:6][C:5]([C:8]2[CH:16]=[CH:15][C:11]([C:12]([OH:14])=O)=[CH:10][CH:9]=2)=[CH:4][CH:3]=1.[N:17]1([C:23]([O:25][C:26]([CH3:29])([CH3:28])[CH3:27])=[O:24])[CH2:22][CH2:21][NH:20][CH2:19][CH2:18]1.ON1C2C=CC=CC=2N=N1.CN1CCOCC1.Cl.CN(C)CCCN=C=NCC>CN(C)C=O>[C:26]([O:25][C:23]([N:17]1[CH2:22][CH2:21][N:20]([C:12](=[O:14])[C:11]2[CH:10]=[CH:9][C:8]([C:5]3[CH:4]=[CH:3][N:2]=[CH:7][CH:6]=3)=[CH:16][CH:15]=2)[CH2:19][CH2:18]1)=[O:24])([CH3:29])([CH3:27])[CH3:28] |f:0.1,5.6|. Procedure: In N,N-dimethylformamide (40 ml), 4-(4-pyridyl)benzoic acid hydrochloride (654 mg) and tert-butyl 1-piperazinecarboxylate (569 mg) were suspended. To the resulting suspension, 1-hydroxybenzotriazole (374 mg) and N-methylmorpholine (336 μl) were added. The resulting mixture was ice cooled, followed by the addition of 1-(3-dimethylaminopropyl-3-ethylcarbodiimide hydrochloride (796 mg). After stirring at room temperature for 7 hours, the solvent was distilled off. The residue was purified by chroma... Reactants: NC(=O)c1cc(Br)ccn1, O=C([O-])[O-], ClC(Cl)Cl, NS(=O)(=O)c1cc2cccc(Cl)c2nc1-c1ccccc1Cl, [Cs+], [Cs+], N#N, O=C(C=Cc1ccccc1)C=Cc1ccccc1, O=C(C=Cc1ccccc1)C=Cc1ccccc1, O=C(C=Cc1ccccc1)C=Cc1ccccc1, [Pd], [Pd]. Yields the product NC(=O)c1cc(NS(=O)(=O)c2cc3cccc(Cl)c3nc2-c2ccccc2Cl)ccn1. Reaction SMILES: [Br:7][c:8]1[cH:9][c:10]([C:14](=[O:15])[NH2:16])[n:11][cH:12][cH:13]1.[C:1](=[O:2])([O-:3])[O-:4].[CH:97]([Cl:98])([Cl:99])[Cl:100].[Cl:17][c:18]1[cH:19][cH:20][cH:21][c:22]2[cH:23][c:24]([S:35](=[O:36])(=[O:37])[NH2:38])[c:25](-[c:28]3[c:29]([Cl:34])[cH:30][cH:31][cH:32][cH:33]3)[n:26][c:27]12.[Cs+:5].[Cs+:6].[N:39]#[N:40].[O:43]=[C:44]([CH:45]=[CH:46][c:47]1[cH:48][cH:49][cH:50][cH:51][cH:52]1)[CH:53]=[CH:54][c:55]1[cH:56][cH:57][cH:58][cH:59][cH:60]1.[O:61]=[C:62]([CH:63]=[CH:64][c:65]1[cH:66][cH:67][cH:68][cH:69][cH:70]1)[CH:71]=[CH:72][c:73]1[cH:74][cH:75][cH:76][cH:77][cH:78]1.[O:79]=[C:80]([CH:81]=[CH:82][c:83]1[cH:84][cH:85][cH:86][cH:87][cH:88]1)[CH:89]=[CH:90][c:91]1[cH:92][cH:93][cH:94][cH:95][cH:96]1.[Pd:41].[Pd:42]>>[c:8]1([NH:38][S:35]([c:24]2[cH:23][c:22]3[cH:21][cH:20][cH:19][c:18]([Cl:17])[c:27]3[n:26][c:25]2-[c:28]2[c:29]([Cl:34])[cH:30][cH:31][cH:32][cH:33]2)(=[O:36])=[O:37])[cH:9][c:10]([C:14](=[O:15])[NH2:16])[n:11][cH:12][cH:13]1. Reactants: O=C1C=C(c2ccccc2OCc2ccccc2)CC1, CC(=O)O. Yields the product O=C1C=C(c2ccccc2O)CC1. RXN SMILES: [CH2:1]([c:2]1[cH:3][cH:4][cH:5][cH:6][cH:7]1)[O:8][c:9]1[c:10]([C:15]2=[CH:16][C:17](=[O:20])[CH2:18][CH2:19]2)[cH:11][cH:12][cH:13][cH:14]1.[CH3:21][C:22](=[O:23])[OH:24]>>[OH:8][c:9]1[c:10]([C:15]2=[CH:16][C:17](=[O:20])[CH2:18][CH2:19]2)[cH:11][cH:12][cH:13][cH:14]1. Starting materials: FC(OC1=CC=C(C=C1)N1C=CC2=CC(=CC=C12)C1=CC=C(C=C1)OC(F)(F)F)(F)F (1,5-bis-(4-trifluoromethoxy-phenyl)-1H-indole), C(C(=O)Cl)(=O)Cl (oxalyl chloride), C1CCOC1 (THF), Cl (HCl), C(=O)(O)[O-].[Na+] (NaHCO3). Yields the product C(C)OC(C(=O)C1=CN(C2=CC=C(C=C12)C1=CC=C(C=C1)OC(F)(F)F)C1=CC=C(C=C1)OC(F)(F)F)=O ([1,5-bis-(4-trifluoromethoxy-phenyl)-1H-indol-3-yl]-oxo-acetic acid ethyl ester). Reaction SMILES: [F:1][C:2]([F:31])([F:30])[O:3][C:4]1[CH:9]=[CH:8][C:7]([N:10]2[C:18]3[C:13](=[CH:14][C:15]([C:19]4[CH:24]=[CH:23][C:22]([O:25][C:26]([F:29])([F:28])[F:27])=[CH:21][CH:20]=4)=[CH:16][CH:17]=3)[CH:12]=[CH:11]2)=[CH:6][CH:5]=1.[C:32](Cl)(=[O:36])[C:33](Cl)=[O:34].C([O-])(O)=[O:39].[Na+].Cl.[CH2:44]1COC[CH2:45]1>>[CH2:44]([O:34][C:33](=[O:39])[C:32]([C:12]1[C:13]2[C:18](=[CH:17][CH:16]=[C:15]([C:19]3[CH:24]=[CH:23][C:22]([O:25][C:26]([F:27])([F:28])[F:29])=[CH:21][CH:20]=3)[CH:14]=2)[N:10]([C:7]2[CH:8]=[CH:9][C:4]([O:3][C:2]([F:1])([F:30])[F:31])=[CH:5][CH:6]=2)[CH:11]=1)=[O:36])[CH3:45] |f:2.3|. Procedure details: To a solution of 0.505 g (1.15 mmol) 1,5-bis-(4-trifluoromethoxy-phenyl)-1H-indole in 3 mL anhydrous THF was added 0.13 mL (2.9 mmol) oxalyl chloride. The solution was mixed at room temperature for 18 hr, upon which time the contents of the reaction vessel were drained into a vial containing 10 mL aqueous NaHCO3. The vial was capped and shaken and then the solution was acidified by the dropwise addition of 10 mL 2N aqueous HCl. The organic phase was removed and concentrated. The crude product wa... Reactants: N1C(C=CC=2CCCCC12)=O (5,6,7,8-tetrahydro-2-quinolone), CCCCCC.C(C)(=O)OCC (hexane ethyl acetate), C1=CC=CC=C1 (benzene), CI (methyl iodide). Reagents/catalysts: C([O-])([O-])=O.[Ag+2] (silver carbonate). The solvent is C1CCOC1 (THF). The product is COC1=NC=2CCCCC2C=C1 (2-Methoxy-5,6,7,8-tetrahydroquinoline). Reaction SMILES: [NH:1]1[C:10]2[CH2:9][CH2:8][CH2:7][CH2:6][C:5]=2[CH:4]=[CH:3][C:2]1=[O:11].[CH:12]1C=CC=CC=1.CI.CCCCCC.C(OCC)(=O)C>C1COCC1.C(=O)([O-])[O-].[Ag+2]>[CH3:12][O:11][C:2]1[CH:3]=[CH:4][C:5]2[CH2:6][CH2:7][CH2:8][CH2:9][C:10]=2[N:1]=1 |f:3.4,6.7|. Reported procedure: A mixture of 5,6,7,8-tetrahydro-2-quinolone [Meyers, A. I. and Garcia-Munoz, G., J. Org. Chem. (1964) 29, 1435] (7.20 g, 48.32 mmol) and silver carbonate (9.33 g, 33.82 mmol) in THF (100 ml)-benzene (20 ml) was treated with methyl iodide (4.67 ml, 10.28 g, 72.48 mmol) and then heated at reflux for 18 h. On cooling to room temperature the mixture was filtered and the filtrate concentrated to give a brown oil which was subjected to column chromatography (silica, hexane-ethyl acetate, 2:1) to affor... Reactants: TEA, C(C)(C)(C)OC(=O)N1[C@H](C[C@H](C1)O)COC(C1=CC=C(C=C1)OC)(C1=CC=C(C=C1)OC)C1=CC=CC=C1 ((2R,4R)-1-(tert-Butyloxycarbonyl)-2-(4,4'-Dimethoxytrityl) oxymethyl-4-hydroxypyrrolidine), C1(=CC=C(C=C1)S(=O)(=O)Cl)C (p-toluenesulphonyl chloride). Solvent: N1=CC=CC=C1.C(Cl)Cl (pyridine CH2Cl2). Reaction conditions: temperature 0 celsius, time 8 hour. Yields the product C(C)(C)(C)OC(=O)N1[C@H](C[C@H](C1)OS(=O)(=O)C1=CC=C(C=C1)C)COC(C1=CC=C(C=C1)OC)(C1=CC=C(C=C1)OC)C1=CC=CC=C1 ((2R,4R)-1-(tert-Butyloxycarbonyl)-2-(4,4'-Dimethoxytrityl) oxymethyl-4-[(p-toluenesulfonyl)oxy]pyrrolidine). The yield is 89.3%. RXN SMILES: [C:1]([O:5][C:6]([N:8]1[CH2:12][C@H:11]([OH:13])[CH2:10][C@@H:9]1[CH2:14][O:15][C:16]([C:33]1[CH:38]=[CH:37][CH:36]=[CH:35][CH:34]=1)([C:25]1[CH:30]=[CH:29][C:28]([O:31][CH3:32])=[CH:27][CH:26]=1)[C:17]1[CH:22]=[CH:21][C:20]([O:23][CH3:24])=[CH:19][CH:18]=1)=[O:7])([CH3:4])([CH3:3])[CH3:2].[C:39]1([CH3:49])[CH:44]=[CH:43][C:42]([S:45](Cl)(=[O:47])=[O:46])=[CH:41][CH:40]=1>N1C=CC=CC=1.C(Cl)Cl>[C:1]([O:5][C:6]([N:8]1[CH2:12][C@H:11]([O:13][S:45]([C:42]2[CH:43]=[CH:44][C:39]([CH3:49])=[CH:40][CH:41]=2)(=[O:47])=[O:46])[CH2:10][C@@H:9]1[CH2:14][O:15][C:16]([C:33]1[CH:34]=[CH:35][CH:36]=[CH:37][CH:38]=1)([C:17]1[CH:22]=[CH:21][C:20]([O:23][CH3:24])=[CH:19][CH:18]=1)[C:25]1[CH:26]=[CH:27][C:28]([O:31][CH3:32])=[CH:29][CH:30]=1)=[O:7])([CH3:4])([CH3:2])[CH3:3] |f:2.3|. Reported procedure: (2R,4R)-1-(tert-Butyloxycarbonyl)-2-(4,4'-Dimethoxytrityl) oxymethyl-4-hydroxypyrrolidine 38 (8.09 g, 20.27 mmol) was dissolved in dry pyridine/CH2Cl2 (2:1, 200 ml) and chilled in an ice bath under argon atmosphere. To this cold solution was added TEA (3.03 g, 30 mmol) followed by p-toluenesulphonyl chloride (5.7 g, 30 mmol). The reaction mixture was allowed to stir at 0° C. for 3 h and below 30° C. for 8 h. The reaction mixture was evaporated to dryness, partitioned between EtOAc (200 ml) and 5...